Dataset: the Open Reaction Database (ORD), a public repository of structured organic reaction records. Task: describe an organic reaction: reactants, conditions, products, and yield Reactants: phosphopeptides, P(=O)([O-])([O-])[O-].[K+].[K+].[K+] (potassium phosphate), FC(C(=O)O)(F)F (trifluoroacetic acid), CC#N (CH3CN), CC#N (CH3CN). Run at time 2 hour. The product is P(=O)(O)(O)OC[C@H](N)C(=O)O (phosphoserine), residue 549. As a reaction SMILES: [P:1]([O-:5])([O-:4])([O-:3])=[O:2].[K+].[K+].[K+].FC(F)(F)[C:11]([OH:13])=[O:12].[CH3:16][C:17]#[N:18]>>[P:1]([O:5][CH2:16][C@@H:17]([C:11]([OH:13])=[O:12])[NH2:18])([OH:4])([OH:3])=[O:2] |f:0.1.2.3|. Procedure details: In vitro Phosphorylation of Synapsin I by MAP Kinase and Identification of MAP Kinase-Dependent Phosphorylation Sites. Synapsin I was purified from rat and bovine brain as earlier described. MAP kinase, p44mpk, and the cyclin-dependent protein kinase (cdkl)-cyclin A complex were purified from sea star oocytes and assayed as earlier described by using 50 μM [γ-32P] ATP (DuPont/NEN) and 5 μM synapsin I. For stoichiometric phosphorylation, reactions were carried out for 2 hours with 7 μM synapsin I... Reactants: CC=1C(=NC=C(C1)C)N1CCN(CC1)C(=O)C1=CC=C(C=C1)I ([4-(3,5-dimethylpyridin-2-yl)piperazin-1-yl](4-iodophenyl)methanone), CC=1C(=NC=C(C1)C)N1CCN(CC1)C(=O)C1=CC=C(C=C1)N1C(N(CC1C(C)C)CC1=CC=C(C=C1)OC)=O (3-{4-[4-(3,5-dimethylpyridin-2-yl)piperazine-1-carbonyl]phenyl}-4-isopropyl-1-(4-methoxybenzyl)imidazolidin-2-one), C(C)(C)C1NC(N(C1)CC1=CC=C(C=C1)OC)=O (4-isopropyl-1-(4-methoxybenzyl)imidazolidin-2-one). The product is CC=1C(=NC=C(C1)C)N1CCN(CC1)C(=O)C1=CC=C(C=C1)N1C(NCC1C(C)C)=O (1-{4-[4-(3,5-dimethylpyridin-2-yl)piperazine-1-carbonyl]phenyl}-5-isopropylimidazolidin-2-one). Reaction SMILES: CC1C(N2CCN(C(C3C=CC(I)=CC=3)=O)CC2)=NC=C(C)C=1.C(C1CN(CC2C=CC(OC)=CC=2)C(=O)N1)(C)C.[CH3:42][C:43]1[C:44]([N:50]2[CH2:55][CH2:54][N:53]([C:56]([C:58]3[CH:63]=[CH:62][C:61]([N:64]4[CH:68]([CH:69]([CH3:71])[CH3:70])[CH2:67][N:66](CC5C=CC(OC)=CC=5)[C:65]4=[O:81])=[CH:60][CH:59]=3)=[O:57])[CH2:52][CH2:51]2)=[N:45][CH:46]=[C:47]([CH3:49])[CH:48]=1>>[CH3:42][C:43]1[C:44]([N:50]2[CH2:51][CH2:52][N:53]([C:56]([C:58]3[CH:59]=[CH:60][C:61]([N:64]4[CH:68]([CH:69]([CH3:70])[CH3:71])[CH2:67][NH:66][C:65]4=[O:81])=[CH:62][CH:63]=3)=[O:57])[CH2:54][CH2:55]2)=[N:45][CH:46]=[C:47]([CH3:49])[CH:48]=1. Procedure details: Using [4-(3,5-dimethylpyridin-2-yl)piperazin-1-yl](4-iodophenyl)methanone (253 mg) described in Preparation Example 113 and 4-isopropyl-1-(4-methoxybenzyl)imidazolidin-2-one (149 mg) described in Preparation Example 210 and by the reaction and treatment in the same manner as in Example 506, the title compound (145 mg) was obtained via 3-{4-[4-(3,5-dimethylpyridin-2-yl)piperazine-1-carbonyl]phenyl}-4-isopropyl-1-(4-methoxybenzyl)imidazolidin-2-one. Starting materials: C(C)(C)(C)[O-].[K+] (potassium tert-butanolate), COC(C(C1=C(C=CC=C1)C)=NO)=O (2-tolylglyoxylic acid methyl ester oxime), ClC(F)F (chlorodifluoromethane). Run in COCCOC (1,2-dimethoxyethane). Conditions: time 5 hour. Product: FC(ON=C(C(=O)OC)C1=C(C=CC=C1)C)F (2-tolylglyoxylic acid methyl ester O-difluoromethyloxime). Reaction SMILES: C([O-])(C)(C)C.[K+].[CH3:7][O:8][C:9](=[O:20])[C:10](=[N:18][OH:19])[C:11]1[CH:16]=[CH:15][CH:14]=[CH:13][C:12]=1[CH3:17].Cl[CH:22]([F:24])[F:23]>COCCOC>[F:23][CH:22]([F:24])[O:19][N:18]=[C:10]([C:11]1[CH:16]=[CH:15][CH:14]=[CH:13][C:12]=1[CH3:17])[C:9]([O:8][CH3:7])=[O:20] |f:0.1|. Procedure: At 10-20° C., 28.4 g of potassium tert-butanolate are introduced into a solution of 19.35 g of 2-tolylglyoxylic acid methyl ester oxime in 250 ml of 1,2-dimethoxyethane. As soon as a fine suspension has formed, chlorodifluoromethane is introduced at 25-30° C. After 5 hours, the reaction mixture is concentrated by evaporation in vacuo, water is added to the residue and the product is weakly acidified with 2N hydrochloric acid and extracted several times with ethyl acetate. After washing and conce... Starting materials: CCCCCC.C(C)(=O)OCC (hexane ethyl acetate), FC=1C=C(C=CC1)N1C(O[C@H](C1)CO)=O ((R)-3-(3-fluorophenyl)-5-(hydroxymethyl)-2-oxooxazolidine), CO.C(Cl)(Cl)Cl (methanol chloroform), C1(=CC=C(C=C1)S(=O)(=O)Cl)C (p-toluenesulfonyl chloride). Solvent: N1=CC=CC=C1 (pyridine). Reaction conditions: time 8 hour. The product is CC1=CC=C(C=C1)S(=O)(=O)OC[C@H]1CN(C(O1)=O)C1=CC(=CC=C1)F ((R)-[3-(3-fluorophenyl)-2-oxo-5-oxazolidinyl]methyl 4-methylbenzenesulfonate). As a reaction SMILES: [F:1][C:2]1[CH:3]=[C:4]([N:8]2[CH2:12][C@H:11]([CH2:13][OH:14])[O:10][C:9]2=[O:15])[CH:5]=[CH:6][CH:7]=1.[C:16]1([CH3:26])[CH:21]=[CH:20][C:19]([S:22](Cl)(=[O:24])=[O:23])=[CH:18][CH:17]=1.CO.C(Cl)(Cl)Cl.CCCCCC.C(OCC)(=O)C>N1C=CC=CC=1>[CH3:26][C:16]1[CH:21]=[CH:20][C:19]([S:22]([O:14][CH2:13][C@@H:11]2[O:10][C:9](=[O:15])[N:8]([C:4]3[CH:5]=[CH:6][CH:7]=[C:2]([F:1])[CH:3]=3)[CH2:12]2)(=[O:24])=[O:23])=[CH:18][CH:17]=1 |f:2.3,4.5|. Reported procedure: A mixture of (R)-3-(3-fluorophenyl)-5-(hydroxymethyl)-2-oxooxazolidine (PREPARATION 14, 1.800 g, 8.52 mmol) in dry pyridine (10 ml) is cooled to 5° and then treated with p-toluenesulfonyl chloride (1.706 g, 8.95 mmol). The mixture is left at this temperature overnight. TLC with methanol/chloroform (5/95) or hexane/ethyl acetate (1/1) indicates the starting material is consumed. The reaction mixture is dumped into ice water (30 ml) and the resultant precipitate collected by vacuum filtration thro... The reactants are C(C)C=1C(=[N+](C=CC1[N+](=O)[O-])[O-])C (3-ethyl-2-methyl-4-nitropyridine 1-oxide), C(C)(=O)Cl (acetyl chloride). Conditions: temperature -15 celsius, time 3 hour. The product is ClC1=C(C(=[N+](C=C1)[O-])C)CC (4-chloro-3-ethyl-2-methylpyridine1-oxide). Yield: 66.1%. RXN SMILES: [CH2:1]([C:3]1[C:4]([CH3:13])=[N+:5]([O-:12])[CH:6]=[CH:7][C:8]=1[N+]([O-])=O)[CH3:2].C([Cl:17])(=O)C>>[Cl:17][C:8]1[CH:7]=[CH:6][N+:5]([O-:12])=[C:4]([CH3:13])[C:3]=1[CH2:1][CH3:2]. Reported procedure: First, 3-ethyl-2-methyl-4-nitropyridine 1-oxide (3.37 g, 18.5 mmol) was added to acetyl chloride (20 ml, 281 mmol) in a nitrogen atmosphere at −30° C. The mixture was stirred at −30 to 0° C. for 3 hours. After the reaction mixture was concentrated, the residue was partitioned by chloroform and a saturated aqueous sodium hydrogen carbonate solution. After insoluble substance was removed by filtration, the aqueous layer was extracted twice with chloroform. The organic layers were combined and drie...